The task is: describe an organic reaction: reactants, conditions, products, and yield. This data is from the Open Reaction Database (ORD), a public repository of structured organic reaction records. Starting materials: CCNC(=O)NCCCNC(=O)c1nc(NCC(c2ccccc2)c2ccccc2)c2ncn(C3CC(n4cc(CO)cn4)C(O)C3O)c2n1, O=C(O)C(F)(F)F, CC(C)(N)CNC(=O)c1nc(NCC(c2ccccc2)c2ccccc2)c2ncn(C3CC(n4cc(CO)cn4)C(O)C3O)c2n1. Yields the product O=C(O)C(F)(F)F, CCNC(=O)NC(C)(C)CNC(=O)c1nc(NCC(c2ccccc2)c2ccccc2)c2ncn(C3CC(n4cc(CO)cn4)C(O)C3O)c2n1. RXN SMILES: [CH2:54]([CH3:55])[NH:56][C:57]([NH:58][CH2:59][CH2:60][CH2:61][NH:62][C:63]([c:64]1[n:65][c:66]2[c:67]([n:68][cH:69][n:70]2[CH:71]2[CH2:72][CH:73]([n:74]3[cH:75][c:76]([CH2:77][OH:78])[cH:79][n:80]3)[CH:81]([OH:82])[CH:83]2[OH:84])[c:85]([NH:86][CH2:87][CH:88]([c:89]2[cH:90][cH:91][cH:92][cH:93][cH:94]2)[c:95]2[cH:96][cH:97][cH:98][cH:99][cH:100]2)[n:101]1)=[O:102])=[O:103].[F:47][C:48]([C:49](=[O:50])[OH:51])([F:52])[F:53].[NH2:1][C:2]([CH2:3][NH:4][C:5](=[O:6])[c:7]1[n:8][c:9]([NH:30][CH2:31][CH:32]([c:33]2[cH:34][cH:35][cH:36][cH:37][cH:38]2)[c:39]2[cH:40][cH:41][cH:42][cH:43][cH:44]2)[c:10]2[n:11][cH:12][n:13]([CH:16]3[CH:17]([OH:29])[CH:18]([OH:28])[CH:19]([n:21]4[n:22][cH:23][c:24]([CH2:26][OH:27])[cH:25]4)[CH2:20]3)[c:14]2[n:15]1)([CH3:45])[CH3:46]>>[F:47][C:48]([C:49](=[O:50])[OH:51])([F:52])[F:53].[NH:1]([C:2]([CH2:3][NH:4][C:5](=[O:6])[c:7]1[n:8][c:9]([NH:30][CH2:31][CH:32]([c:33]2[cH:34][cH:35][cH:36][cH:37][cH:38]2)[c:39]2[cH:40][cH:41][cH:42][cH:43][cH:44]2)[c:10]2[n:11][cH:12][n:13]([CH:16]3[CH:17]([OH:29])[CH:18]([OH:28])[CH:19]([n:21]4[n:22][cH:23][c:24]([CH2:26][OH:27])[cH:25]4)[CH2:20]3)[c:14]2[n:15]1)([CH3:45])[CH3:46])[C:57]([NH:56][CH2:54][CH3:55])=[O:103]. Reactants: C(C)(C)(C)OC(NN)=O (tert-butylcarbazate), [O-]S(=O)(=O)[O-].[Mg+2] (MgSO4), C(C)(=O)O (acetic acid), CC(=O)C (acetone). The product is C(C)(C)(C)OC(=O)NN=C(C)C (N′-Isopropylidene-hydrazinecarboxylic acid tert-butyl ester). RXN SMILES: [C:1]([O:5][C:6](=[O:9])[NH:7][NH2:8])([CH3:4])([CH3:3])[CH3:2].[O-]S([O-])(=O)=O.[Mg+2].C(O)(=O)C.[CH3:20][C:21]([CH3:23])=O>>[C:1]([O:5][C:6]([NH:7][N:8]=[C:21]([CH3:23])[CH3:20])=[O:9])([CH3:4])([CH3:3])[CH3:2] |f:1.2|. Procedure details: To a solution of tert-butylcarbazate (50.0 g, 378 mmol) in 40 mL acetone is added 10 g MgSO4 and 5 mL acetic acid and the reaction mixture is stirred at reflux temperature for 1 h. The reaction mixture is filtered and concentrated in vacuo. The residue is crystallized from diethyl ether/cyclohexane. Yield: 49.4 g. Starting materials: Cl.NCC[C@H](C(=O)OC)NC(=O)OCCCC (methyl 4-amino-2(R)-(N-butyloxycarbonylamino)butyrate hydrochloride), C1(=CC=C(C=C1)S(=O)(=O)Cl)C (p-toluenesulfonyl chloride), C(C)(C)N(CC)C(C)C (diisopropylethylamine). The solvent is C(Cl)(Cl)Cl (CHCl3). Run at time 8 hour. The product is C(CCC)OC(=O)N[C@@H](C(=O)OC)CCNS(=O)(=O)C1=CC=C(C=C1)C (Methyl 2(R)-(N-butyloxycarbonylamino)-4-(p-toluenesulfonylamino)butyrate). The yield is 65.8%. As a reaction SMILES: Cl.[NH2:2][CH2:3][CH2:4][C@@H:5]([NH:10][C:11]([O:13][CH2:14][CH2:15][CH2:16][CH3:17])=[O:12])[C:6]([O:8][CH3:9])=[O:7].[C:18]1([CH3:28])[CH:23]=[CH:22][C:21]([S:24](Cl)(=[O:26])=[O:25])=[CH:20][CH:19]=1.C(N(C(C)C)CC)(C)C>C(Cl)(Cl)Cl>[CH2:14]([O:13][C:11]([NH:10][C@H:5]([CH2:4][CH2:3][NH:2][S:24]([C:21]1[CH:22]=[CH:23][C:18]([CH3:28])=[CH:19][CH:20]=1)(=[O:26])=[O:25])[C:6]([O:8][CH3:9])=[O:7])=[O:12])[CH2:15][CH2:16][CH3:17] |f:0.1|. Procedure: To a solution of methyl 4-amino-2(R)-(N-butyloxycarbonylamino)butyrate hydrochloride (2.28 g, 8.5 mmol) and p-toluenesulfonyl chloride (1.62 g, 8.5 mmol) in 10 mL CHCl3 cooled in an ice bath was added diisopropylethylamine (4.5 mL, 26 mmol). The mixture was stirred at room temperature overnight and concentrated. Ethyl acetate was added and the solution was washed with citric acid, brine, NaHCO3 and brine, dried (MgSO4) and concentrated. Purification on a silica gel column using 40% ethyl acetate... The reactants are COC=1C=C2C(=CNC2=CC1)CC=1CNCCC1 (5-methoxy-3-(1,2,5,6-tetrahydro-pyridin-3-ylmethyl)-1H-indole), C([O-])([O-])=O.[K+].[K+] (potassium carbonate), ClCCCC1(OCCO1)C1=CC=C(C=C1)F (2-(3-chloropropyl)-2-(4-fluorophenyl)-1,3-dioxolane). Run in CN(C=O)C (dimethylformamide). Conditions: temperature 80 celsius, time 2 hour. Product: COC=1C=C2C(=CNC2=CC1)CC=1CN(CCC1)CCCC(=O)C1=CC=C(C=C1)F (5-methoxy-3-[N-(4-(4-fluoro-phenyl)-4-oxo-butyl)-1,2,5,6-tetrahydro-pyridin-3-ylmethyl]-1H-indole). Reaction SMILES: [CH3:1][O:2][C:3]1[CH:4]=[C:5]2[C:9](=[CH:10][CH:11]=1)[NH:8][CH:7]=[C:6]2[CH2:12][C:13]1[CH2:14][NH:15][CH2:16][CH2:17][CH:18]=1.C(=O)([O-])[O-].[K+].[K+].Cl[CH2:26][CH2:27][CH2:28][C:29]1([C:34]2[CH:39]=[CH:38][C:37]([F:40])=[CH:36][CH:35]=2)OCC[O:30]1>CN(C)C=O>[CH3:1][O:2][C:3]1[CH:4]=[C:5]2[C:9](=[CH:10][CH:11]=1)[NH:8][CH:7]=[C:6]2[CH2:12][C:13]1[CH2:14][N:15]([CH2:26][CH2:27][CH2:28][C:29]([C:34]2[CH:35]=[CH:36][C:37]([F:40])=[CH:38][CH:39]=2)=[O:30])[CH2:16][CH2:17][CH:18]=1 |f:1.2.3|. Reported procedure: A mixture of compound of Description 5 [5-methoxy-3-(1,2,5,6-tetrahydro-pyridin-3-ylmethyl)-1H-indole] (1.5 g; 0.0062 mol), potassium carbonate (4.3 g; 0.031 mol), KI (0.06 g; 0.0004 mol) and 2-(3-chloropropyl)-2-(4-fluorophenyl)-1,3-dioxolane (1.3 ml; 0.0064 mol) in dry dimethylformamide (30 ml) was heated at 80° C. for 6 hours. The reaction mixture was cool down to room temperature, quenched with water and then extracted with diethyl ether. The organic extract was dried (MgSO4) and evaporated ...